Dataset: the Open Reaction Database (ORD), a public repository of structured organic reaction records. Task: describe an organic reaction: reactants, conditions, products, and yield Starting materials: CC1=C(C=CC=C1)C(O)C1=CC=C(C=C1)C=1OCC(N1)(C)C (2-{4-[1-(2-Methylphenyl)-1-hydroxymethyl]phenyl}-4,4-dimethyl-2-oxazoline). The reagents and catalysts are [O-2].[O-2].[Mn+4] (manganese dioxide). Solvent: ClCCl (dichloromethane). Reaction conditions: time 2 hour. Yields the product CC1=C(C(=O)C2=CC=C(C=C2)C=2OCC(N2)(C)C)C=CC=C1 (2-[4-(2-methylbenzoyl)phenyl]-4,4-dimethyl-2-oxazoline). The yield is 96.0%. As a reaction SMILES: [CH3:1][C:2]1[CH:7]=[CH:6][CH:5]=[CH:4][C:3]=1[CH:8]([C:10]1[CH:15]=[CH:14][C:13]([C:16]2[O:17][CH2:18][C:19]([CH3:22])([CH3:21])[N:20]=2)=[CH:12][CH:11]=1)[OH:9]>[O-2].[O-2].[Mn+4].ClCCl>[CH3:1][C:2]1[CH:7]=[CH:6][CH:5]=[CH:4][C:3]=1[C:8]([C:10]1[CH:11]=[CH:12][C:13]([C:16]2[O:17][CH2:18][C:19]([CH3:22])([CH3:21])[N:20]=2)=[CH:14][CH:15]=1)=[O:9] |f:1.2.3|. Procedure: 2-{4-[1-(2-Methylphenyl)-1-hydroxymethyl]phenyl}-4,4-dimethyl-2-oxazoline (3.0 g), manganese dioxide (20 g) and dichloromethane (50 ml) are mixed at room temperature. The mixture is stirred at room temperature for two hours, and refluxed for three hours. The insoluble materials are removed by filtration through celite, and washed with chloroform, and the mother liquor is concentrated to give 2-[4-(2-methylbenzoyl)phenyl]-4,4-dimethyl-2-oxazoline (2.86 g) as pale yellow oil.